Dataset: the Open Reaction Database (ORD), a public repository of structured organic reaction records. Task: describe an organic reaction: reactants, conditions, products, and yield Starting materials: COc1ccccc1-c1cc(Cl)nc(N)n1, Nc1cccc(CS(N)(=O)=O)c1, CN(C)C=O. The product is COc1ccccc1-c1cc(Nc2cccc(CS(N)(=O)=O)c2)nc(N)n1. Reaction SMILES: [Cl:13][c:14]1[n:15][c:16]([NH2:28])[n:17][c:18](-[c:20]2[c:21]([O:26][CH3:27])[cH:22][cH:23][cH:24][cH:25]2)[cH:19]1.[NH2:1][c:2]1[cH:3][c:4]([CH2:8][S:9](=[O:10])(=[O:11])[NH2:12])[cH:5][cH:6][cH:7]1.[O:29]=[CH:30][N:31]([CH3:32])[CH3:33]>>[NH:1]([c:2]1[cH:3][c:4]([CH2:8][S:9](=[O:10])(=[O:11])[NH2:12])[cH:5][cH:6][cH:7]1)[c:14]1[n:15][c:16]([NH2:28])[n:17][c:18](-[c:20]2[c:21]([O:26][CH3:27])[cH:22][cH:23][cH:24][cH:25]2)[cH:19]1. Starting materials: FC(C(=O)O)(F)F.FC(C(=O)O)(F)F.ClC=1C=NC=2NC=3C=CC=C(CCC4=C(C=CC(NC1N2)=C4)NC(CC4CCNCC4)=O)C3 (N-[6-chloro-2,4,8,22-tetraazatetracyclo[14.3.1.1(3,7).1(9,13)]docosa-1(20), 3(22),4,6,9(21),10,12,16,18-nonaen-12-yl]-2-piperidin-4-ylacetamide bis(trifluoroacetate)), C1(=CC=CC=C1)N=C=O (phenyl isocyanate). Yields the product FC(C(=O)O)(F)F.ClC=1C=NC=2NC=3C=CC=C(CCC4=C(C=CC(NC1N2)=C4)NC(CC4CCN(CC4)C(=O)NC4=CC=CC=C4)=O)C3 (4-(2-{[6-Chloro-2,4,8,22-tetraazatetracyclo[14.3.1.1(3,7).1(9,13)]docosa-1(20),3(22),4,6,9(21),10,12,16,18-nonaen-12-yl]amino}-2-oxoethyl)-N-phenylpiperidine-1-carboxamide trifluoroacetate). The yield is 53.0%. As a reaction SMILES: [F:1][C:2]([F:7])([F:6])[C:3]([OH:5])=[O:4].FC(F)(F)C(O)=O.[Cl:15][C:16]1[CH:17]=[N:18][C:19]2[NH:20][C:21]3[CH:22]=[CH:23][CH:24]=[C:25]([CH:47]=3)[CH2:26][CH2:27][C:28]3[CH:36]=[C:32]([NH:33][C:34]=1[N:35]=2)[CH:31]=[CH:30][C:29]=3[NH:37][C:38](=[O:46])[CH2:39][CH:40]1[CH2:45][CH2:44][NH:43][CH2:42][CH2:41]1.[C:48]1([N:54]=[C:55]=[O:56])[CH:53]=[CH:52][CH:51]=[CH:50][CH:49]=1>>[F:1][C:2]([F:7])([F:6])[C:3]([OH:5])=[O:4].[Cl:15][C:16]1[CH:17]=[N:18][C:19]2[NH:20][C:21]3[CH:22]=[CH:23][CH:24]=[C:25]([CH:47]=3)[CH2:26][CH2:27][C:28]3[CH:36]=[C:32]([NH:33][C:34]=1[N:35]=2)[CH:31]=[CH:30][C:29]=3[NH:37][C:38](=[O:46])[CH2:39][CH:40]1[CH2:45][CH2:44][N:43]([C:55]([NH:54][C:48]2[CH:53]=[CH:52][CH:51]=[CH:50][CH:49]=2)=[O:56])[CH2:42][CH2:41]1 |f:0.1.2,4.5|. Procedure details: The desired compound was prepared according to the procedure of Example A9, step H using N-[6-chloro-2,4,8,22-tetraazatetracyclo[14.3.1.1(3,7).1(9,13)]docosa-1(20), 3(22),4,6,9(21),10,12,16,18-nonaen-12-yl]-2-piperidin-4-ylacetamide bis(trifluoroacetate) and phenyl isocyanate as starting materials in 53% yield. 1H NMR (300 MHz, DMSO-d6): δ 9.49 (s, 1H), 9.38 (s, 1H), 9.35 (s, 1H), 8.47 (s, 1H), 8.12 (s, 1H), 7.99 (s, 1H), 7.72 (s, 1H), 7.43 (d, 2H), 7.20 (m, 3H), 7.04 (m, 2H), 6.90 (m, 2H), 6.78... Reactants: 17.7, CC=1C=CC2=C(C(OC(N2)=O)=O)C1 (6-methyl-4H-3,1-benzoxazine-2,4(1H)-dione), Cl.NC(C(=O)OC)C (methyl 2-aminopropanoate monohydrochloride). Run in N1=CC=CC=C1 (pyridine). Conditions: temperature -10 celsius. Yields the product 10.32, CC1C(NC2=C(C(N1)=O)C=C(C=C2)C)=O (3,4-dihydro-3,7-dimethyl-1H-1,4-benzodiazepine-2,5-dione). Yield: 50.5%. RXN SMILES: [CH3:1][C:2]1[CH:3]=[CH:4][C:5]2[NH:10][C:9](=[O:11])O[C:7](=[O:12])[C:6]=2[CH:13]=1.Cl.[NH2:15][CH:16](C)[C:17](OC)=O>N1C=CC=CC=1>[CH3:17][CH:16]1[NH:15][C:7](=[O:12])[C:6]2[CH:13]=[C:2]([CH3:1])[CH:3]=[CH:4][C:5]=2[NH:10][C:9]1=[O:11] |f:1.2|. Procedure: A mixture of 17.7 parts of 6-methyl-4H-3,1-benzoxazine-2,4(1H)-dione, 15.0 parts of methyl 2-aminopropanoate monohydrochloride and 62.7 parts of pyridine was refluxed for 6 hours under argon. The reaction mixture was cooled at -10° C. for 1 hour. The precipitate was filtered off, rinsed with water, triturated in ethanol and rinsed with ethanol and 1,1'-oxybisethane, yielding 10.32 parts (50.5%) of 3,4-dihydro-3,7-dimethyl-1H-1,4-benzodiazepine-2,5-dione (interm. 43). The reactants are CC1=NC=2C(=NC3=C(NC2S1)C=CC=C3)N (2-methyl-4H-3-thia-1,4,9-triaza-benzo[f]azulen-10-ylamine), COC1=C(C[C@@H]2NCCNC2)C=CC=C1 ((S)-2-(2-methoxy-benzyl)-piperazine). Yields the product COC1=C(C[C@H]2CN(CCN2)C2=NC3=C(NC=4SC(=NC24)C)C=CC=C3)C=CC=C1 ((S)-10-[3-(2-Methoxy-benzyl)-piperazin-1-yl]-2-methyl-4H-3-thia-1,4,9-triaza-benzo[f]azulene). The yield is 35.0%. RXN SMILES: [CH3:1][C:2]1[S:11][C:10]2[NH:9][C:8]3[CH:12]=[CH:13][CH:14]=[CH:15][C:7]=3[N:6]=[C:5]([NH2:16])[C:4]=2[N:3]=1.[CH3:17][O:18][C:19]1[CH:31]=[CH:30][CH:29]=[CH:28][C:20]=1[CH2:21][C@H:22]1[CH2:27]N[CH2:25][CH2:24][NH:23]1>>[CH3:17][O:18][C:19]1[CH:31]=[CH:30][CH:29]=[CH:28][C:20]=1[CH2:21][C@@H:22]1[NH:23][CH2:24][CH2:25][N:16]([C:5]2[C:4]3[N:3]=[C:2]([CH3:1])[S:11][C:10]=3[NH:9][C:8]3[CH:12]=[CH:13][CH:14]=[CH:15][C:7]=3[N:6]=2)[CH2:27]1. Procedure: By a similar method to the method of Example 460, using 2-methyl-4H-3-thia-1,4,9-triaza-benzo[f]azulen-10-ylamine(0.687 g, 2.98 mmol) and (S)-2-(2-methoxy-benzyl)-piperazine (0.615 g, 2.98 mmol) gives 0.437 g of the title compound as a yellow solid: mass spectrum (ion spray): m/z=420 (M+1); Analysis for C23H25N5OS(0.5 H2O): calcd: C, 64.46; H, 6.12; N, 16.34; found: C, 64.20; H, 5.77; N, 16.14. Reactants: N#CCc1ccc(F)cc1, O=C1CCNCC1. Yields the product N#CCc1ccc(N2CCC(=O)CC2)cc1. RXN SMILES: [F:1][c:2]1[cH:3][cH:4][c:5]([CH2:8][C:9]#[N:10])[cH:6][cH:7]1.[O:11]=[C:12]1[CH2:13][CH2:14][NH:15][CH2:16][CH2:17]1>>[c:2]1([N:15]2[CH2:14][CH2:13][C:12](=[O:11])[CH2:17][CH2:16]2)[cH:3][cH:4][c:5]([CH2:8][C:9]#[N:10])[cH:6][cH:7]1. RXN SMILES: Br[CH2:2][C:3](=O)[C:4]([O:6][CH2:7][CH3:8])=[O:5].[C:10]1([CH:16]=[CH:17][C:18]([NH2:20])=[O:19])[CH:15]=[CH:14][CH:13]=[CH:12][CH:11]=1.C([O-])(O)=O.[Na+]>C1COCC1>[CH:17](/[C:18]1[O:19][CH:2]=[C:3]([C:4]([O:6][CH2:7][CH3:8])=[O:5])[N:20]=1)=[CH:16]\[C:10]1[CH:15]=[CH:14][CH:13]=[CH:12][CH:11]=1 |f:2.3|. Procedure details: Ethyl bromopyruvate (10 mL, 81.55 mmol) was added dropwise to a solution of 3-phenylacrylamide (5 g, 33.97 mmol) and NaHCO3 (11.42 g, 135.89 mmol) in anhydrous THF (120 mL) at 0° C. The reaction mixture was heated to reflux for 23 h. The mixture was then filtered through Celite and the solvent was removed under reduced pressure. The crude product was dissolved in anhydrous THF (80 mL) and trifluoroacetic anhydride (37 mL) was added dropwise at 0° C. The reaction mixture was stirred at room tempe... The solvent is C1CCOC1 (THF). Starting materials: BrCC(C(=O)OCC)=O (Ethyl bromopyruvate), C1(=CC=CC=C1)C=CC(=O)N (3-phenylacrylamide), C(=O)(O)[O-].[Na+] (NaHCO3). The product is C(=C\C1=CC=CC=C1)/C=1OC=C(N1)C(=O)OCC ((E)-ethyl 2-styryloxazole-4-carboxylate). Run at time 10 hour. Isolated yield 51.1%. Reactants: Cl (HCl), [OH-].[Na+] (Sodium hydroxide), BrC=1C=C(C=C2C(C=C(OC12)N1CCOCC1)=O)C(=O)OC (methyl 8-bromo-2-morpholino-4-oxo-4H-chromene-6-carboxylate), C1CCOC1 (THF), C1CCOC1 (THF). Run in CO (MeOH), O (water), CO (MeOH). Reaction conditions: time 1 hour. Yields the product BrC=1C=C(C=C2C(C=C(OC12)N1CCOCC1)=O)C(=O)O (8-bromo-2-morpholino-4-oxo-4H-chromene-6-carboxylic acid). Yield: 91.0%. Reaction SMILES: [OH-].[Na+].[Br:3][C:4]1[CH:5]=[C:6]([C:21]([O:23]C)=[O:22])[CH:7]=[C:8]2[C:13]=1[O:12][C:11]([N:14]1[CH2:19][CH2:18][O:17][CH2:16][CH2:15]1)=[CH:10][C:9]2=[O:20].C1COCC1.Cl>CO.O>[Br:3][C:4]1[CH:5]=[C:6]([C:21]([OH:23])=[O:22])[CH:7]=[C:8]2[C:13]=1[O:12][C:11]([N:14]1[CH2:19][CH2:18][O:17][CH2:16][CH2:15]1)=[CH:10][C:9]2=[O:20] |f:0.1|. Procedure: Sodium hydroxide (32.6 mL, 65.19 mmol) was added to a stirred suspension of methyl 8-bromo-2-morpholino-4-oxo-4H-chromene-6-carboxylate (8 g, 21.73 mmol) dissolved in MeOH (42 mL) and THF (21 mL) at 0° C. The resulting suspension was stirred at room temperature for 1 h. MeOH (60 mL), THF (10 mL) and water (10 mL) were then added to help stirring. Upon completion, the reaction was cooled to 0° C. and HCl 2N was added to the suspension until pH 2. The solid was collected by filtration, washed with... The reactants are COc1nn(C2CCC(O[Si](C)(C)C(C)(C)C)CC2)cc1I, C1CCOC1, COB1OC(C)(C)C(C)(C)O1, CC(C)[Mg+], [Cl-]. The product is COc1nn(C2CCC(O[Si](C)(C)C(C)(C)C)CC2)cc1B1OC(C)(C)C(C)(C)O1. RXN SMILES: [C:1]([CH3:2])([CH3:3])([CH3:4])[Si:5]([O:6][CH:7]1[CH2:8][CH2:9][CH:10]([n:13]2[n:14][c:15]([O:19][CH3:20])[c:16]([I:18])[cH:17]2)[CH2:11][CH2:12]1)([CH3:21])[CH3:22].[CH2:39]1[O:40][CH2:41][CH2:42][CH2:43]1.[CH3:28][O:29][B:30]1[O:31][C:32]([CH3:37])([CH3:38])[C:33]([CH3:35])([CH3:36])[O:34]1.[CH:24]([Mg+:25])([CH3:26])[CH3:27].[Cl-:23]>>[C:1]([CH3:2])([CH3:3])([CH3:4])[Si:5]([O:6][CH:7]1[CH2:8][CH2:9][CH:10]([n:13]2[n:14][c:15]([O:19][CH3:20])[c:16]([B:30]3[O:31][C:32]([CH3:37])([CH3:38])[C:33]([CH3:35])([CH3:36])[O:34]3)[cH:17]2)[CH2:11][CH2:12]1)([CH3:21])[CH3:22]. The reactants are FC1=C(C=O)C=CC=C1.BrC=1C=C(OC2=C(C=O)C(=CC=C2Cl)F)C=C(C1)Cl (2-(3-bromo-5-chlorophenoxy)-3-chloro-6-fluorobenzaldehyde fluorobenzaldehyde), O.NN (hydrazine monohydrate). The solvent is CS(=O)C (DMSO). Reaction conditions: time 15 minute. Product: BrC=1C=C(OC2=C3C=NNC3=CC=C2Cl)C=C(C1)Cl (4-(3-Bromo-5-chlorophenoxy)-5-chloro-1H-indazole). RXN SMILES: FC1C=CC=CC=1C=O.[Br:10][C:11]1[CH:12]=[C:13]([CH:25]=[C:26]([Cl:28])[CH:27]=1)[O:14][C:15]1[C:22]([Cl:23])=[CH:21][CH:20]=[C:19](F)[C:16]=1[CH:17]=O.O.[NH2:30][NH2:31]>CS(C)=O>[Br:10][C:11]1[CH:12]=[C:13]([CH:25]=[C:26]([Cl:28])[CH:27]=1)[O:14][C:15]1[C:22]([Cl:23])=[CH:21][CH:20]=[C:19]2[C:16]=1[CH:17]=[N:30][NH:31]2 |f:0.1,2.3|. Procedure: A suspension of 2-(3-bromo-5-chlorophenoxy)-3-chloro-6-fluorobenzaldehyde fluorobenzaldehyde (4.5 kg; 12.36 moles; 1.0 eq.) in DMSO (18 L) was degassed, after which hydrazine monohydrate (6.192 kg; 123.7 moles; 10.0 eqs.) was added over 20 minutes at room temperature. The reaction solution was degassed again, stirred at room temperature for 15 minutes, heated to 73° C., and then aged for 16 hours. After the mixture was cooled to room temperature, isopropanol (15 L) and then water (40 L) were add... Reactants: Cl (hydrochloric acid), C(C)(C)NC(C)C (Diisopropylamine), C(C)(=O)OC(CCCI)C (4-acetoxypentyl iodide), C1(=CC=CC=C1)CC(=O)OCC (ethyl phenylacetate). Solvent: O1CCCC1 (tetrahydrofuran), O1CCCC1 (Tetrahydrofuran). Conditions: temperature -70 celsius, time 10 minute. Product: C(C)(=O)OCCCCC(C(=O)OCC)C1=CC=CC=C1 (ethyl 6-acetoxy-2-phenylhexanoate). The yield is 89.8%. As a reaction SMILES: C(NC(C)C)(C)C.[C:8]1([CH2:14][C:15]([O:17][CH2:18][CH3:19])=[O:16])[CH:13]=[CH:12][CH:11]=[CH:10][CH:9]=1.[C:20]([O:23][CH:24](C)[CH2:25][CH2:26][CH2:27]I)(=[O:22])[CH3:21].Cl>O1CCCC1>[C:20]([O:23][CH2:24][CH2:25][CH2:26][CH2:27][CH:14]([C:8]1[CH:13]=[CH:12][CH:11]=[CH:10][CH:9]=1)[C:15]([O:17][CH2:18][CH3:19])=[O:16])(=[O:22])[CH3:21]. Procedure: Diisopropylamine (2.4 g, 23.8 mmole) was dissolved in anhydrous tetrahydrofuran (50 ml) under argon, and the solution was cooled at -70° C. 1.6M n-butyllithium-hexane solution (14.8 ml, 23.7 mmole) was added dropwise to the solution, followed by stirring at -70° C. for 10 minutes. Tetrahydrofuran (10 ml) solution containing ethyl phenylacetate (3.24 g, 20 mmole) was added, while maintaining the reaction solution at not higher than -60° C. After stirring was continued for 30 minutes under the sam...